Task: describe an organic reaction: reactants, conditions, products, and yield. Dataset: the Open Reaction Database (ORD), a public repository of structured organic reaction records Reactants: OC1=CC2=C(N=C(S2)C2=CC=C(C=C2)C(=O)N2CCC(CC2)C)C=C1 ([4-(6-Hydroxy-benzothiazol-2-yl)-phenyl]-(4-methyl-piperidin-1-yl)-methanone), C1N2CN3CN1CN(C2)C3 (hexamethylenetetramine), FC(C(=O)O)(F)F (trifluoroacetic acid), C(=O)(O)[O-].[Na+] (NaHCO3). Solvent: O (water). Run at temperature 120 celsius, time 1 hour. Yields the product OC1=C(C2=C(N=C(S2)C2=CC=C(C=C2)C(=O)N2CCC(CC2)C)C=C1)C=O (6-Hydroxy-2-[4-(4-methyl-piperidine-1-carbonyl)-phenyl]-benzothiazole-7-carbaldehyde). Isolated yield 26.0%. RXN SMILES: [OH:1][C:2]1[CH:25]=[CH:24][C:5]2[N:6]=[C:7]([C:9]3[CH:14]=[CH:13][C:12]([C:15]([N:17]4[CH2:22][CH2:21][CH:20]([CH3:23])[CH2:19][CH2:18]4)=[O:16])=[CH:11][CH:10]=3)[S:8][C:4]=2[CH:3]=1.C1N2CN3CN(C2)CN1C3.FC(F)(F)[C:38](O)=[O:39].C([O-])(O)=O.[Na+]>O>[OH:1][C:2]1[CH:25]=[CH:24][C:5]2[N:6]=[C:7]([C:9]3[CH:14]=[CH:13][C:12]([C:15]([N:17]4[CH2:22][CH2:21][CH:20]([CH3:23])[CH2:19][CH2:18]4)=[O:16])=[CH:11][CH:10]=3)[S:8][C:4]=2[C:3]=1[CH:38]=[O:39] |f:3.4|. Reported procedure: A mixture of [4-(6-Hydroxy-benzothiazol-2-yl)-phenyl]-(4-methyl-piperidin-1-yl)-methanone (120 mg, 0.34 mmol), hexamethylenetetramine (190 mg, 1.36 mmol) and trifluoroacetic acid (2 mL) was stirred in a closed vessel under argon atmosphere at 120° C. for 1 h. The reaction was cooled to room temperature and 10 mL of water was added. The pH of the mixture was adjusted to 8 by dropwise addition of saturated NaHCO3 solution, and extracted with dichloromethane (3×15 mL). The combined organic layers w... Reactants: CNC(=O)C(Cc1ccccc1)NC(=O)CNC(=O)OC(C)(C)C, CO, CCOCC, Cl. The product is Cl, CNC(=O)C(Cc1ccccc1)NC(=O)CN. RXN SMILES: [C:2]([O:3][C:4](=[O:5])[NH:9][CH2:10][C:11](=[O:12])[NH:13][CH:14]([CH2:15][c:16]1[cH:17][cH:18][cH:19][cH:20][cH:21]1)[C:22](=[O:23])[NH:24][CH3:25])([CH3:6])([CH3:7])[CH3:8].[CH3:26][OH:27].[CH3:28][CH2:29][O:30][CH2:31][CH3:32].[ClH:1]>>[ClH:1].[NH2:9][CH2:10][C:11](=[O:12])[NH:13][CH:14]([CH2:15][c:16]1[cH:17][cH:18][cH:19][cH:20][cH:21]1)[C:22](=[O:23])[NH:24][CH3:25]. Product: FC(C(=O)O)(F)F.CN1C(=NC(=C1)S(=O)(=O)NC1=C2C(=NC(=C1)C)SC(=C2C2=CC(=CC=C2)OC)C(C)C)C (1,2-Dimethyl-N-{6-methyl-2-(1-methylethyl)-3-[3-(methyloxy)phenyl]thieno[2,3-b]pyridin-4-yl}-1H-imidazole-4-sulfonamide trifluoroacetate). RXN SMILES: [CH3:1][C:2]1[CH:3]=[C:4]([NH2:22])[C:5]2[C:10]([C:11]3[CH:16]=[CH:15][CH:14]=[C:13]([O:17][CH3:18])[CH:12]=3)=[C:9]([CH:19]([CH3:21])[CH3:20])[S:8][C:6]=2[N:7]=1.[CH3:23][N:24]1[CH:28]=[C:27]([S:29](Cl)(=[O:31])=[O:30])[N:26]=[C:25]1[CH3:33].[C:34]([OH:40])([C:36]([F:39])([F:38])[F:37])=[O:35]>>[F:37][C:36]([F:39])([F:38])[C:34]([OH:40])=[O:35].[CH3:23][N:24]1[CH:28]=[C:27]([S:29]([NH:22][C:4]2[CH:3]=[C:2]([CH3:1])[N:7]=[C:6]3[S:8][C:9]([CH:19]([CH3:20])[CH3:21])=[C:10]([C:11]4[CH:16]=[CH:15][CH:14]=[C:13]([O:17][CH3:18])[CH:12]=4)[C:5]=23)(=[O:31])=[O:30])[N:26]=[C:25]1[CH3:33] |f:3.4|. Starting materials: CC=1C=C(C2=C(N1)SC(=C2C2=CC(=CC=C2)OC)C(C)C)N (6-methyl-2-(1-methylethyl)-3-[3-(methyloxy)phenyl]thieno[2,3-b]pyridin-4-amine), C(=O)(C(F)(F)F)O (TFA), CN1C(=NC(=C1)S(=O)(=O)Cl)C (1,2-dimethylimidazole-4-sulfonyl chloride). Procedure details: Following general method outlined in Example 52, starting from 6-methyl-2-(1-methylethyl)-3-[3-(methyloxy)phenyl]thieno[2,3-b]pyridin-4-amine (35 mg, 0.112 mmol) (Description 21) and 1,2-dimethylimidazole-4-sulfonyl chloride (21.8 mg, 0.112 mmol), the title compound (9.0 mg) was isolated as a TFA salt. LCMS (B) m/z: 471 [M+1]+, Rt 2.14 min. Starting materials: O=C(Oc1cccc2ccccc12)c3ccccc3 (substrate), F[B-](F)(F)c1ccoc1.[K+] (effective_coupling_partner). The reagents and catalysts are PCy3. Reaction conditions: temperature 110 celsius, time 4 hour. Yields the product c3ccc2c(c1ccoc1)cccc2c3. The reactants are COC1=NC(=NC(=C1)OC)NCCN1N=CC(=C1)[N+](=O)[O-] (4,6-dimethoxy-N-(2-(4-nitro-1H-pyrazol-1-yl)ethyl)pyrimidin-2-amine). The reagents and catalysts are O=[Pt]=O (PtO2). The solvent is CCO (EtOH), CCOC(=O)C (EtOAc), CCO (EtOH). Run at time 3 hour. Yields the product NC=1C=NN(C1)CCNC1=NC(=CC(=N1)OC)OC (N-(2-(4-Amino-1H-pyrazol-1-yl)ethyl)-4,6-dimethoxypyrimidin-2-amine). Reaction SMILES: [CH3:1][O:2][C:3]1[CH:8]=[C:7]([O:9][CH3:10])[N:6]=[C:5]([NH:11][CH2:12][CH2:13][N:14]2[CH:18]=[C:17]([N+:19]([O-])=O)[CH:16]=[N:15]2)[N:4]=1>CCOC(C)=O.CCO.O=[Pt]=O>[NH2:19][C:17]1[CH:16]=[N:15][N:14]([CH2:13][CH2:12][NH:11][C:5]2[N:4]=[C:3]([O:2][CH3:1])[CH:8]=[C:7]([O:9][CH3:10])[N:6]=2)[CH:18]=1. Procedure details: To 4,6-dimethoxy-N-(2-(4-nitro-1H-pyrazol-1-yl)ethyl)pyrimidin-2-amine (3.39 g, 11.54 mmol) in EtOAc (8.0 mL, degassed) and EtOH (32 mL, degassed), PtO2 (1.23 g, 1.15 mmol) was added and the reaction mixture was stirred at rt under a H2-atmosphere for 3 h. The mixture was diluted with EtOH, filtered over celite and the filter cake was rinsed with EtOH. The filtrate was concentrated to obtain the title compound of a pale pink solid. LC-MS conditions A: tR=0.42 min, [M+H]+=265.13. The reactants are Cl.CC1=CC=C(C(=O)N(N)C2=CC3=C(C=C2)OCCO3)C=C1 (N1 -(p-methylbenzoyl)-3,4-ethylenedioxyphenylhydrazine hydrochloride), C(CCC(=O)C)(=O)O (levulinic acid). The solvent is O (water). The product is CC1=CC=C(C(=O)N2C(=C(C3=CC4=C(C=C23)OCCO4)CC(=O)O)C)C=C1 (1-(p-methylbenzoyl)-2-methyl-5,6-ethylenedioxy-3-indolylacetic acid). As a reaction SMILES: Cl.[CH3:2][C:3]1[CH:22]=[CH:21][C:6]([C:7]([N:9]([C:11]2[CH:16]=[CH:15][C:14]3[O:17][CH2:18][CH2:19][O:20][C:13]=3[CH:12]=2)N)=[O:8])=[CH:5][CH:4]=1.[C:23]([OH:30])(=[O:29])[CH2:24][CH2:25][C:26]([CH3:28])=O>O>[CH3:2][C:3]1[CH:22]=[CH:21][C:6]([C:7]([N:9]2[C:11]3[C:16](=[CH:15][C:14]4[O:17][CH2:18][CH2:19][O:20][C:13]=4[CH:12]=3)[C:25]([CH2:24][C:23]([OH:30])=[O:29])=[C:26]2[CH3:28])=[O:8])=[CH:5][CH:4]=1 |f:0.1|. Reported procedure: A mixture of 5 g of N1 -(p-methylbenzoyl)-3,4-ethylenedioxyphenylhydrazine hydrochloride and 30 g of levulinic acid was heated for 3 hours at 85° - 90°C. The reaction mixture was cooled to a room temperature, and poured into 200 ml of water. The crude product was recrystallized twice from ethyl acetate to give 1-(p-methylbenzoyl)-2-methyl-5,6-ethylenedioxy-3-indolylacetic acid having a melting point of 170° - 171°C. Reactants: CC(C)COc1ccc(S(C)(=O)=O)cc1C(=O)O, CCOC(C)=O, CC#N, Clc1ccc2nc(N3CCNCC3)ccc2c1, Cl. The product is CC(C)COc1ccc(S(C)(=O)=O)cc1C(=O)N1CCN(c2ccc3cc(Cl)ccc3n2)CC1. As a reaction SMILES: [CH2:19]([CH:20]([CH3:21])[CH3:22])[O:23][c:24]1[c:25]([C:26](=[O:27])[OH:28])[cH:29][c:30]([S:33](=[O:34])(=[O:35])[CH3:36])[cH:31][cH:32]1.[CH3:37][CH2:38][O:39][C:40](=[O:41])[CH3:42].[CH3:43][C:44]#[N:45].[Cl:2][c:3]1[cH:4][c:5]2[cH:6][cH:7][c:8]([N:13]3[CH2:14][CH2:15][NH:16][CH2:17][CH2:18]3)[n:9][c:10]2[cH:11][cH:12]1.[ClH:1]>>[Cl:2][c:3]1[cH:4][c:5]2[cH:6][cH:7][c:8]([N:13]3[CH2:14][CH2:15][N:16]([C:26]([c:25]4[c:24]([O:23][CH2:19][CH:20]([CH3:21])[CH3:22])[cH:32][cH:31][c:30]([S:33](=[O:34])(=[O:35])[CH3:36])[cH:29]4)=[O:27])[CH2:17][CH2:18]3)[n:9][c:10]2[cH:11][cH:12]1. The reactants are C(C)N(C1=CC=C(C=C1)\N=N\C1=CC=C(C=C1)[N+](=O)[O-])CC (N,N-diethyl-4-[(E)-(4-nitrophenyl)diazenyl]aniline), sodium hydrogen sulfide-1-hydrate, ice water. Solvent: O (water), CO (methanol). Run at temperature 60 celsius, time 0.5 hour. The product is NC1=CC=C(C=C1)/N=N/C1=CC=C(C=C1)N(CC)CC (N-{4-[(E)-(4-aminophenyl)diazenyl]phenyl}-N,N-diethylamine). Reaction SMILES: [CH2:1]([N:3]([CH2:21][CH3:22])[C:4]1[CH:9]=[CH:8][C:7](/[N:10]=[N:11]/[C:12]2[CH:17]=[CH:16][C:15]([N+:18]([O-])=O)=[CH:14][CH:13]=2)=[CH:6][CH:5]=1)[CH3:2]>CO.O>[NH2:18][C:15]1[CH:14]=[CH:13][C:12](/[N:11]=[N:10]/[C:7]2[CH:8]=[CH:9][C:4]([N:3]([CH2:21][CH3:22])[CH2:1][CH3:2])=[CH:5][CH:6]=2)=[CH:17][CH:16]=1. Reported procedure: 56.7 g of N,N-diethyl-4-[(E)-(4-nitrophenyl)diazenyl]aniline (0.19 M) were slurried in 270 ml of methanol at 60° C. and a solution of 147 g of sodium hydrogen sulfide-1-hydrate (1.98 M) in 150 ml of water was added cautiously. Upon addition, the former thick suspension became more liquid and the reaction mixture boiled heavily. When addition was complete, it was stirred for 0.5 h at 60° C., then cooled to room temperature and 400 ml of ice-water were added. The resulting suspension was stirred f... The reactants are BrC=1C(=CC(=NC1)N(S(=O)(=O)C)C)C (N-(5-Bromo-4-methyl-2-pyridinyl)-N-methylmethanesulfonamide), B(O)(O)C1=C(O[C@H](C(=O)O)C)C=CC(=C1)Cl (2-(2-Borono-4-chlorophenoxy)-(2S)-propanoic acid). The product is ClC1=CC(=C(O[C@H](C(=O)O)C)C=C1)C=1C=NC(=CC1C)N(S(=O)(=O)C)C (2-[4-Chloro-2-[4-methyl-6-[methyl(methylsulfonyl)amino]-3-pyridinyl]phenoxy]-(2S)-propanoic acid). As a reaction SMILES: Br[C:2]1[C:3]([CH3:14])=[CH:4][C:5]([N:8]([CH3:13])[S:9]([CH3:12])(=[O:11])=[O:10])=[N:6][CH:7]=1.B([C:18]1[CH:29]=[C:28]([Cl:30])[CH:27]=[CH:26][C:19]=1[O:20][C@@H:21]([CH3:25])[C:22]([OH:24])=[O:23])(O)O>>[Cl:30][C:28]1[CH:27]=[CH:26][C:19]([O:20][C@@H:21]([CH3:25])[C:22]([OH:24])=[O:23])=[C:18]([C:2]2[CH:7]=[N:6][C:5]([N:8]([CH3:13])[S:9]([CH3:12])(=[O:11])=[O:10])=[CH:4][C:3]=2[CH3:14])[CH:29]=1. Procedure details: The title compound was prepared by the method of example 155 using the product from step (ii) and the product from example 151 step (iv). Yield 0.125 g.